From a dataset of the Open Reaction Database (ORD), a public repository of structured organic reaction records. describe an organic reaction: reactants, conditions, products, and yield Reactants: CN(C)CCC=C1c2ccccc2CCc2ccc(S(C)(=O)=O)cc21, CN(C)CCC=C1c2ccccc2C=Cc2ccccc21. Yields the product CNCCC=C1c2ccccc2CCc2ccc(S(C)(=O)=O)cc21. As a reaction SMILES: [CH3:1][N:2]([CH2:3][CH2:4][CH:5]=[C:6]1[c:7]2[c:8]([cH:21][cH:22][cH:23][cH:24]2)[CH2:9][CH2:10][c:11]2[c:12]1[cH:13][c:14]([S:17](=[O:18])(=[O:19])[CH3:20])[cH:15][cH:16]2)[CH3:25].[CH3:26][N:27]([CH3:28])[CH2:29][CH2:30][CH:31]=[C:32]1[c:33]2[cH:34][cH:35][cH:36][cH:37][c:38]2[CH:39]=[CH:40][c:41]2[cH:42][cH:43][cH:44][cH:45][c:46]21>>[CH3:1][NH:2][CH2:3][CH2:4][CH:5]=[C:6]1[c:7]2[c:8]([cH:21][cH:22][cH:23][cH:24]2)[CH2:9][CH2:10][c:11]2[c:12]1[cH:13][c:14]([S:17](=[O:18])(=[O:19])[CH3:20])[cH:15][cH:16]2. The reactants are C(C)OCCOCCO (diethylene glycol monoethyl ether), P(Br)(Br)Br (phosphorus tribromide). Run in O (water). Product: CCOCCOCCBr ([β-(β-ethoxy)ethoxy]ethyl bromide). As a reaction SMILES: [CH2:1]([O:3][CH2:4][CH2:5][O:6][CH2:7][CH2:8]O)[CH3:2].P(Br)(Br)[Br:11]>O>[CH3:2][CH2:1][O:3][CH2:4][CH2:5][O:6][CH2:7][CH2:8][Br:11]. Procedure details: 215 g (1.6 mole) of diethylene glycol monoethyl ether was introduced into a 1 l three-necked flask and slightly warmed by a mantle heater. Then, 135.4 g (0.5 mole) of phosphorus tribromide was slowly added dropwise over a period of 2 hours. The reaction mixture was cooled and poured into 500 cc of water. The desired oily product accumulated at the bottom was extracted with ether and the extract was washed with 100 cc of 10% sulfuric acid two times and with 10% sodium carbonate two times. After f... Reactants: CC#N, CCN(C(C)C)C(C)C, CCc1ccc(C(=O)CCl)s1, O=C(O)C(F)(F)F, CS(=O)(=O)c1ccc(N2CCc3c(OC4CCNCC4)ncnc32)c(F)c1, O=C([O-])C(F)(F)F. The product is O=C(O)C(F)(F)F, CCc1ccc(C(=O)CN2CCC(Oc3ncnc4c3CCN4c3ccc(S(C)(=O)=O)cc3F)CC2)s1. RXN SMILES: [CH3:62][C:63]#[N:64].[CH:35]([N:36]([CH:37]([CH3:38])[CH3:39])[CH2:40][CH3:41])([CH3:42])[CH3:43].[Cl:44][CH2:45][C:46](=[O:47])[c:48]1[s:49][c:50]([CH2:53][CH3:54])[cH:51][cH:52]1.[F:1][C:2]([C:3](=[O:4])[OH:5])([F:6])[F:7].[F:8][c:9]1[c:10]([N:19]2[CH2:20][CH2:21][c:22]3[c:23]2[n:24][cH:25][n:26][c:27]3[O:28][CH:29]2[CH2:30][CH2:31][NH:32][CH2:33][CH2:34]2)[cH:11][cH:12][c:13]([S:15](=[O:16])(=[O:17])[CH3:18])[cH:14]1.[O-:55][C:56]([C:57]([F:58])([F:59])[F:60])=[O:61]>>[F:1][C:2]([C:3](=[O:4])[OH:5])([F:6])[F:7].[F:8][c:9]1[c:10]([N:19]2[CH2:20][CH2:21][c:22]3[c:23]2[n:24][cH:25][n:26][c:27]3[O:28][CH:29]2[CH2:30][CH2:31][N:32]([CH2:45][C:46](=[O:47])[c:48]3[s:49][c:50]([CH2:53][CH3:54])[cH:51][cH:52]3)[CH2:33][CH2:34]2)[cH:11][cH:12][c:13]([S:15](=[O:16])(=[O:17])[CH3:18])[cH:14]1. Reactants: N\C(=C/C(C(F)(F)F)=O)\OCC ((E)-4-amino-4-ethoxy-1,1,1-trifluorobut-3-en-2-one), NN (hydrazine). The solvent is CCO (EtOH). Run at temperature 80 celsius, time 8 hour. Yields the product FC(C1=CC(=NN1)N)(F)F (5-(trifluoromethyl)-1H-pyrazol-3-amine). RXN SMILES: [NH2:1]/[C:2](/OCC)=[CH:3]\[C:4](=O)[C:5]([F:8])([F:7])[F:6].[NH2:13][NH2:14]>CCO>[F:6][C:5]([F:8])([F:7])[C:4]1[NH:14][N:13]=[C:2]([NH2:1])[CH:3]=1. Procedure details: A mixture of (E)-4-amino-4-ethoxy-1,1,1-trifluorobut-3-en-2-one (5.00 g, 27 mmol) and hydrazine (1.05 g) in anhydrous EtOH (20 mL) was stirred at 80° C. in a sealed vial overnight. The reaction was quenched with water (50 mL), and extracted with EtOAc (100 ml, then 2×50 mL). The EtOAc layers were combined and sequentially washed with water (25 mL), brine (25 mL), dried over Na2SO4 and evaporated to give a light brown oily residue. The crude product was purified by silica chromatography (30-100% ...